The task is: describe an organic reaction: reactants, conditions, products, and yield. This data is from the Open Reaction Database (ORD), a public repository of structured organic reaction records. Reactants: [H][H] (hydrogen), N(=[N+]=[N-])CC1=NN(C2=NC(=CC=C21)F)C2OCCCC2 (3-(azidomethyl)-6-fluoro-1-(tetrahydro-2H-pyran-2-yl)-1H-pyrazolo[3,4-b]pyridine). The reagents and catalysts are [Pd] (Pd on carbon). Reaction conditions: time 45 minute. Yields the product NCC1=NN(C2=NC(=CC=C21)F)C2OCCCC2 (3-(aminomethyl)-6-fluoro-1-(tetrahydro-2H-pyran-2-yl)-1H-pyrazolo[3,4-b]pyridine). Reaction SMILES: [N:1]([CH2:4][C:5]1[C:13]2[C:8](=[N:9][C:10]([F:14])=[CH:11][CH:12]=2)[N:7]([CH:15]2[CH2:20][CH2:19][CH2:18][CH2:17][O:16]2)[N:6]=1)=[N+]=[N-].[H][H]>[Pd]>[NH2:1][CH2:4][C:5]1[C:13]2[C:8](=[N:9][C:10]([F:14])=[CH:11][CH:12]=2)[N:7]([CH:15]2[CH2:20][CH2:19][CH2:18][CH2:17][O:16]2)[N:6]=1. Reported procedure: Compound 2-4 (135 mg; 0.49 mmol) was hydrogenated in the presence of 10% Pd on carbon catalyst (25 mg) under 1 atmosphere hydrogen pressure (balloon) at room temperature. After 45 minutes LC-MS indicated that the reduction was complete. The reaction mixture was filtered through Celite, and the filtrate concentrated in vacuo to give the title product as a clear oil/solid. MS M+1=251. 1H NMR (CDCl3): 1.61 (m, 1H), 1.78 (m, 2H), 1.92 (dd, 1H), 2.03 (br m, 1H), 2.13 (br m, 1H), 2.60 (br m, 1H), 3.80...